This data is from the Open Reaction Database (ORD), a public repository of structured organic reaction records. The task is: describe an organic reaction: reactants, conditions, products, and yield Starting materials: C1CCOC1, COC(C(=O)NC1CSCCN(Cc2cc(Cl)nc(Cl)c2)C1=O)C1OC(C)(C)OC(C=CC(C)(C)C)C1O, Cl, [Na+], [OH-]. The product is COC(C(=O)NC1CSCCN(Cc2cc(Cl)nc(Cl)c2)C1=O)C(O)C(O)C(O)C=CC(C)(C)C. As a reaction SMILES: [CH2:42]1[O:43][CH2:44][CH2:45][CH2:46]1.[Cl:1][c:2]1[n:3][c:4]([Cl:38])[cH:5][c:6]([CH2:8][N:9]2[CH2:10][CH2:11][S:12][CH2:13][CH:14]([NH:17][C:18]([CH:19]([O:20][CH3:21])[CH:22]3[O:23][C:24]([CH3:35])([CH3:36])[O:25][CH:26]([CH:29]=[CH:30][C:31]([CH3:32])([CH3:33])[CH3:34])[CH:27]3[OH:28])=[O:37])[C:15]2=[O:16])[cH:7]1.[ClH:39].[Na+:41].[OH-:40]>>[Cl:1][c:2]1[n:3][c:4]([Cl:38])[cH:5][c:6]([CH2:8][N:9]2[CH2:10][CH2:11][S:12][CH2:13][CH:14]([NH:17][C:18]([CH:19]([O:20][CH3:21])[CH:22]([OH:23])[CH:27]([CH:26]([OH:25])[CH:29]=[CH:30][C:31]([CH3:32])([CH3:33])[CH3:34])[OH:28])=[O:37])[C:15]2=[O:16])[cH:7]1.